From a dataset of the Open Reaction Database (ORD), a public repository of structured organic reaction records. describe an organic reaction: reactants, conditions, products, and yield Reactants: C(=O)(OC(C)(C)C)N(CC(=O)C1=CC=C(C=C1)O)C (4-[2-(BOC-methylamino)acetyl]phenol), C(=O)([O-])[O-].[K+].[K+] (K2CO3), BrCC(=O)OCC1=CC=CC=C1 (benzyl bromoacetate). Solvent: CC(=O)C (acetone). Product: C(=O)(OC(C)(C)C)N(CC(=O)C1=CC=C(OCC(=O)OCC2=CC=CC=C2)C=C1)C (Benzyl 4-[2-(BOC-methylamino)acetyl]phenoxyacetate). Yield: 92.7%. Reaction SMILES: [C:1]([N:8]([CH3:19])[CH2:9][C:10]([C:12]1[CH:17]=[CH:16][C:15]([OH:18])=[CH:14][CH:13]=1)=[O:11])([O:3][C:4]([CH3:7])([CH3:6])[CH3:5])=[O:2].C([O-])([O-])=O.[K+].[K+].Br[CH2:27][C:28]([O:30][CH2:31][C:32]1[CH:37]=[CH:36][CH:35]=[CH:34][CH:33]=1)=[O:29]>CC(C)=O>[C:1]([N:8]([CH3:19])[CH2:9][C:10]([C:12]1[CH:17]=[CH:16][C:15]([O:18][CH2:27][C:28]([O:30][CH2:31][C:32]2[CH:37]=[CH:36][CH:35]=[CH:34][CH:33]=2)=[O:29])=[CH:14][CH:13]=1)=[O:11])([O:3][C:4]([CH3:7])([CH3:6])[CH3:5])=[O:2] |f:1.2.3|. Procedure details: A mixture of 4-[2-(BOC-methylamino)acetyl]phenol (5.04 g, 19.0 mmol) and K2CO3 (2.63 g, 19.0 mmol) in acetone (100 mL) was stirred at reflux under argon for 1 h. The mixture was cooled to RT and benzyl bromoacetate (5.23 g, 22.8 mmol) was added. The reaction was heated at reflux for 18 h, then was cooled and filtered. The filter cake was washed with acetone, and the filtrate was concentrated on the rotavap. The residue was dissolved in CH2Cl2 (300 mL) and washed sequentially with H2O (50 mL) and... Reactants: CC(C)N1CCC(N)CC1, O=C(Cl)C(Cl)(Cl)Cl, Clc1ccc(-c2cc(Cn3ccnc3)no2)s1, ClCCl, Cl, Cl. The product is CC(C)N1CCC(NC(=O)c2nccn2Cc2cc(-c3ccc(Cl)s3)on2)CC1. RXN SMILES: [CH:27]([CH3:28])([CH3:29])[N:30]1[CH2:31][CH2:32][CH:33]([NH2:36])[CH2:34][CH2:35]1.[Cl:18][C:19]([C:20](=[O:21])[Cl:24])([Cl:22])[Cl:23].[Cl:1][c:2]1[cH:3][cH:4][c:5](-[c:7]2[cH:8][c:9]([CH2:12][n:13]3[cH:14][n:15][cH:16][cH:17]3)[n:10][o:11]2)[s:6]1.[Cl:37][CH2:38][Cl:39].[ClH:25].[ClH:26]>>[Cl:1][c:2]1[cH:3][cH:4][c:5](-[c:7]2[cH:8][c:9]([CH2:12][n:13]3[c:14]([C:20](=[O:21])[NH:36][CH:33]4[CH2:32][CH2:31][N:30]([CH:27]([CH3:28])[CH3:29])[CH2:35][CH2:34]4)[n:15][cH:16][cH:17]3)[n:10][o:11]2)[s:6]1. Solvent: C(C)(=O)OCC (ethyl acetate), C(C)(=O)OCC (ethyl acetate). As a reaction SMILES: [ClH:1].[CH3:2][N:3]([CH3:33])[CH2:4][CH2:5][CH2:6][NH:7][C:8]([O:10][CH2:11][C:12]1[CH:17]=[CH:16][CH:15]=[CH:14][C:13]=1[N:18]([CH2:21][CH2:22][CH2:23][CH2:24][CH2:25][CH2:26][CH2:27][CH2:28][CH2:29][CH2:30][CH2:31][CH3:32])[CH:19]=[O:20])=[O:9]>C(OCC)(=O)C>[ClH:1].[CH3:33][N:3]([CH3:2])[CH2:4][CH2:5][CH2:6][NH:7][C:8]([O:10][CH2:11][C:12]1[CH:17]=[CH:16][CH:15]=[CH:14][C:13]=1[N:18]([CH2:21][CH2:22][CH2:23][CH2:24][CH2:25][CH2:26][CH2:27][CH2:28][CH2:29][CH2:30][CH2:31][CH3:32])[CH:19]=[O:20])=[O:9] |f:3.4|. The reactants are Cl (Hydrochloric acid), CN(CCCNC(=O)OCC1=C(C=CC=C1)N(C=O)CCCCCCCCCCCC)C ([2-[[N-[3-(dimethylamino)propyl]carbamoyloxy]methyl]phenyl]-N-dodecylformamide). Procedure details: 4N Hydrochloric acid--ethyl acetate solution (0.13 ml) was added to a solution of [2-[[N-[3-(dimethylamino)propyl]carbamoyloxy]methyl]phenyl]-N-dodecylformamide (0.200 g) in ethyl acetate (2 ml) at room temperature. After being stirred for 15 minutes, the reaction mixture was concentrated, thereby yielding 0.217 g of the aimed compound as white solid. Run at time 15 minute. Product: Cl.CN(CCCNC(=O)OCC1=C(C=CC=C1)N(C=O)CCCCCCCCCCCC)C ([2-[[N-[3-(Dimethylarnino)propyl]carbamoyloxy]methyl]phenyl]-N-dodecylformamide hydrochloride). Reactants: [Na+], [OH-], COC(=O)c1cc(NC(=O)CP(=O)(O)O)ccn1. The product is O=C(CP(=O)(O)O)Nc1ccnc(C(=O)O)c1. Reaction SMILES: [Na+:20].[OH-:19].[P:1](=[O:2])([OH:3])([OH:4])[CH2:5][C:6](=[O:7])[NH:8][c:9]1[cH:10][c:11]([C:15](=[O:16])[O:17][CH3:18])[n:12][cH:13][cH:14]1>>[P:1](=[O:2])([OH:3])([OH:4])[CH2:5][C:6](=[O:7])[NH:8][c:9]1[cH:10][c:11]([C:15](=[O:16])[OH:17])[n:12][cH:13][cH:14]1. The reactants are COC(=O)C1=C(C2=C(N=CN=C2NC2=C(C=C(C=C2)F)OC2CN(CC2)C(=O)OC(C)(C)C)S1)C (4-[2-(1-tert-Butoxycarbonyl-pyrrolidin-3-yloxy)-4-fluoro-phenylamino]-5-methyl-thieno[2,3-d]pyrimidine-6-carboxylic acid methyl ester), Cl (HCl). The solvent is CO (MeOH), O1CCOCC1 (dioxane). Run at time 8 hour. The product is COC(=O)C1=C(C2=C(N=CN=C2NC2=C(C=C(C=C2)F)OC2CNCC2)S1)C (4-[4-Fluoro-2-(pyrrolidin-3-yloxy)-phenylamino]-5-methyl-thieno[2,3-d]pyrimidine-6-carboxylic acid methyl ester). RXN SMILES: [CH3:1][O:2][C:3]([C:5]1[S:34][C:8]2[N:9]=[CH:10][N:11]=[C:12]([NH:13][C:14]3[CH:19]=[CH:18][C:17]([F:20])=[CH:16][C:15]=3[O:21][CH:22]3[CH2:26][CH2:25][N:24](C(OC(C)(C)C)=O)[CH2:23]3)[C:7]=2[C:6]=1[CH3:35])=[O:4].Cl>CO.O1CCOCC1>[CH3:1][O:2][C:3]([C:5]1[S:34][C:8]2[N:9]=[CH:10][N:11]=[C:12]([NH:13][C:14]3[CH:19]=[CH:18][C:17]([F:20])=[CH:16][C:15]=3[O:21][CH:22]3[CH2:26][CH2:25][NH:24][CH2:23]3)[C:7]=2[C:6]=1[CH3:35])=[O:4]. Procedure details: To a stirred suspension of 4-[2-(1-tert-Butoxycarbonyl-pyrrolidin-3-yloxy)-4-fluoro-phenylamino]-5-methyl-thieno[2,3-d]pyrimidine-6-carboxylic acid methyl ester (1.2 g) in MeOH (4.0 ml) was added HCl in dioxane (4N; 4.0 ml) dropwise. The reaction mixture was stirred for 8 h. The solvent was removed under reduced pressure. The residue was purified by chromatography. The reactants are CS(=O)(=O)Cl (methanesulfonyl chloride), [C@@H]1(C[C@H](O)[C@@H](CO)O1)N1C(=O)NC(=O)C(C)=C1 (thymidine), CC(=O)C (acetone), 5-lutidine. Run in O (water). Reaction conditions: time 45 minute. The product is CS(=O)(=O)O[C@H]1C[C@@H](O[C@@H]1COS(=O)(=O)C)N1C(=O)NC(=O)C(C)=C1 (3', 5'-Di-O-methanesulfonylthymidine). The yield is 98.1%. As a reaction SMILES: [C@@H:1]1([N:9]2[CH:17]=[C:15]([CH3:16])[C:13](=[O:14])[NH:12][C:10]2=[O:11])[O:8][C@H:5]([CH2:6][OH:7])[C@@H:3]([OH:4])[CH2:2]1.CC(C)=O.[CH3:22][S:23](Cl)(=[O:25])=[O:24]>O>[CH3:22][S:23]([O:4][C@@H:3]1[C@@H:5]([CH2:6][O:7][S:23]([CH3:22])(=[O:25])=[O:24])[O:8][C@@H:1]([N:9]2[CH:17]=[C:15]([CH3:16])[C:13](=[O:14])[NH:12][C:10]2=[O:11])[CH2:2]1)(=[O:25])=[O:24]. Procedure details: To a dry, round-bottom flask purged with nitrogen was added thymidine (10.0 g, 0.0412 mole) and acetone (30 mL). The slurry was stirred and 3, 5-lutidine (17.7 g, 0.165 mole) was added. Then, methanesulfonyl chloride (13.8 g, 0.124 mole) was added over ten minutes with the temperature rising to 40° C. After 45 minutes, the reaction was complete and the thick slurry was diluted with 150 mL of water. The slurry was stirred for 25° C. for 30 minutes, and then cooled at 0°-5° C. for 30 minutes. The ... Starting materials: BrC1=C(C(=CC(=C1)F)[N+](=O)[O-])C (1-bromo-5-fluoro-2-methyl-3-nitro-benzene), [NH4+].[Cl-] (NH4Cl). The reagents and catalysts are [Fe] (iron). The solvent is O (water), C(C)(C)O (isopropanol), C(C)(C)O (isopropanol). Run at temperature 110 celsius. Yields the product BrC=1C(=C(C=C(C1)F)N)C (3-Bromo-5-fluoro-2-methyl-phenylamine). RXN SMILES: [Br:1][C:2]1[CH:7]=[C:6]([F:8])[CH:5]=[C:4]([N+:9]([O-])=O)[C:3]=1[CH3:12].[NH4+].[Cl-]>O.C(O)(C)C.[Fe]>[Br:1][C:2]1[C:3]([CH3:12])=[C:4]([NH2:9])[CH:5]=[C:6]([F:8])[CH:7]=1 |f:1.2|. Reported procedure: To iron powder (325 mesh, 2.25 g, 40.3 mmol) in 30 ml water and 80 ml isopropanol was added commercially available 1-bromo-5-fluoro-2-methyl-3-nitro-benzene (3.04 g, 13 mmol) in 45 ml isopropanol and NH4Cl (1.46 g, 27.3 mmol). The resulting mixture was heated at 110° C. for 2 h. After evaporation of most of the isopropanol the aq solution was extracted with ethyl acetate three times. The combined organic layers were washed with water and brine, dried over MgSO4, filtered and evaporated. The crud... Reactants: S(=O)(=O)(OCCl)Cl (Chloromethyl chlorosulfate), C(C1=CN=CC=C1)(=O)O (nicotinic acid), C([O-])(O)=O.[Na+] (sodium bicarbonate). Reagents/catalysts: S(=O)(=O)(O)[O-].C(CCC)[N+](CCCC)(CCCC)CCCC (tetrabutylammonium hydrogensulfate). Solvent: O1CCCC1 (tetrahydrofuran), O (water), O1CCCC1 (tetrahydrofuran). Conditions: time 1 hour. Yields the product C(C1=CN=CC=C1)(=O)OCCl (Chloromethyl nicotinate). The yield is 74.6%. RXN SMILES: [C:1]([OH:9])(=[O:8])[C:2]1[CH:7]=[CH:6][CH:5]=[N:4][CH:3]=1.C(=O)(O)[O-].[Na+].S(Cl)(O[CH2:19][Cl:20])(=O)=O>O.O1CCCC1.S([O-])(O)(=O)=O.C([N+](CCCC)(CCCC)CCCC)CCC>[C:1]([O:9][CH2:19][Cl:20])(=[O:8])[C:2]1[CH:7]=[CH:6][CH:5]=[N:4][CH:3]=1 |f:1.2,6.7|. Procedure details: To a suspension of nicotinic acid (1.23 g, 0.01 mol) in a mixture of 10 mL of water and 20 mL of tetrahydrofuran were added tetrabutylammonium hydrogensulfate (0.34 g, 1 mmol) and sodium bicarbonate (3.19 g, 0.038 mol), with vigorous stirring. Chloromethyl chlorosulfate (1.81 g, 0.011 mol) in 5 mL of tetrahydrofuran was added dropwise, keeping the temperature below 30° C. The reaction mixture was stirred for 1 hour, then the layers were separated and the organic layer was dried by azeotroping wi...